Dataset: the Open Reaction Database (ORD), a public repository of structured organic reaction records. Task: describe an organic reaction: reactants, conditions, products, and yield Starting materials: [O-][I+3]([O-])([O-])[O-], CCOC(C)(C)CCCC(C)CCSc1ccc([N+](=O)[O-])cc1, [Na+]. The product is CCOC(C)(C)CCCC(C)CCS(=O)c1ccc([N+](=O)[O-])cc1. RXN SMILES: [I+3:1]([O-:2])([O-:3])([O-:4])[O-:5].[N+:7](=[O:8])([O-:9])[c:10]1[cH:11][cH:12][c:13]([S:16][CH2:17][CH2:18][CH:19]([CH2:20][CH2:21][CH2:22][C:23]([CH3:24])([CH3:25])[O:26][CH2:27][CH3:28])[CH3:29])[cH:14][cH:15]1.[Na+:6]>>[O:2]=[S:16]([c:13]1[cH:12][cH:11][c:10]([N+:7](=[O:8])[O-:9])[cH:15][cH:14]1)[CH2:17][CH2:18][CH:19]([CH2:20][CH2:21][CH2:22][C:23]([CH3:24])([CH3:25])[O:26][CH2:27][CH3:28])[CH3:29]. Starting materials: CCO, COc1ccc(Cn2ccnc2S)cc1, [Ni]. Yields the product COc1ccc(Cn2ccnc2)cc1. RXN SMILES: [CH3:16][CH2:17][OH:18].[CH3:1][O:2][c:3]1[cH:4][cH:5][c:6]([CH2:7][n:8]2[c:9]([SH:13])[n:10][cH:11][cH:12]2)[cH:14][cH:15]1.[Ni:19]>>[CH3:1][O:2][c:3]1[cH:4][cH:5][c:6]([CH2:7][n:8]2[cH:9][n:10][cH:11][cH:12]2)[cH:14][cH:15]1. Starting materials: ClC(Cl)Cl, Cl[SiH](Cl)Cl, C=CCOC(F)C(F)(F)F. Yields the product FC(OCCC[Si](Cl)(Cl)Cl)C(F)(F)F. As a reaction SMILES: [CH:15]([Cl:16])([Cl:17])[Cl:18].[Cl:11][SiH:12]([Cl:13])[Cl:14].[F:1][CH:2]([C:3]([F:4])([F:5])[F:6])[O:7][CH2:8][CH:9]=[CH2:10]>>[F:1][CH:2]([C:3]([F:4])([F:5])[F:6])[O:7][CH2:8][CH2:9][CH2:10][Si:12]([Cl:11])([Cl:13])[Cl:14]. The reactants are CC(=O)OC1CCC2(C)C3CCC4(C)C(C(C)=O)CCC4C3CC(Cl)C2(Cl)C1, ClC(Cl)Cl, [F-], O=C([O-])C(F)(F)F, F, FC(Cl)(Cl)Cl, [Na+], [Na+]. Yields the product CC(=O)OC1CCC2(C)C3CCC4(C)C(C(C)=O)CCC4(F)C3CC(Cl)C2(Cl)C1. As a reaction SMILES: [C:1]([CH3:2])(=[O:3])[O:4][CH:5]1[CH2:6][C:7]2([Cl:28])[CH:8]([Cl:27])[CH2:9][CH:10]3[CH:11]4[CH2:12][CH2:13][CH:14]([C:15]([CH3:16])=[O:17])[C:18]4([CH3:26])[CH2:19][CH2:20][CH:21]3[C:22]2([CH3:25])[CH2:23][CH2:24]1.[CH:45]([Cl:46])([Cl:47])[Cl:48].[F-:37].[F:29][C:30]([F:31])([F:32])[C:33]([O-:34])=[O:35].[F:39].[F:40][C:41]([Cl:42])([Cl:43])[Cl:44].[Na+:36].[Na+:38]>>[C:1]([CH3:2])(=[O:3])[O:4][CH:5]1[CH2:6][C:7]2([Cl:28])[CH:8]([Cl:27])[CH2:9][CH:10]3[C:11]4([F:29])[CH2:12][CH2:13][CH:14]([C:15]([CH3:16])=[O:17])[C:18]4([CH3:26])[CH2:19][CH2:20][CH:21]3[C:22]2([CH3:25])[CH2:23][CH2:24]1. Reactants: [H-].[Na+] (sodium hydride), CN(C=O)C (dimethylformamide), BrC=1C=C2C=CNC(C2=CC1)=O (6-bromo-2H-isoquinoline-1-one), BrCC(=C)C (3-bromo-2-methyl-propene). Run in O (water). Conditions: time 30 minute. Product: BrC=1C=C2C=CN(C(C2=CC1)=O)CC(C)(C)O (6-bromo-2-(2-hydroxy-2-methyl-propyl)-isoquinoline-1-one). As a reaction SMILES: [H-].[Na+].CN(C)C=[O:6].[Br:8][C:9]1[CH:10]=[C:11]2[C:16](=[CH:17][CH:18]=1)[C:15](=[O:19])[NH:14][CH:13]=[CH:12]2.Br[CH2:21][C:22]([CH3:24])=[CH2:23]>O>[Br:8][C:9]1[CH:10]=[C:11]2[C:16](=[CH:17][CH:18]=1)[C:15](=[O:19])[N:14]([CH2:21][C:22]([OH:6])([CH3:24])[CH3:23])[CH:13]=[CH:12]2 |f:0.1|. Reported procedure: Under nitrogen atmosphere, 23 mg of 60% of sodium hydride was added at 0° C. to 2 ml solution of dimethylformamide with 62 mg of 6-bromo-2H-isoquinoline-1-one, and the mixture was stirred for 30 30 min. Then, 0.055 ml of 3-bromo-2-methyl-propene was added at 0° C., and the mixture was stirred at room temperature for 2 hours. Cold water was added to the reaction solution, extracted with chloroform. Chloroform layer was washed with saturated saline solution, and dried with anhydrous sodium sulfate... Starting materials: CC(O)c1c(N(C)C)cnn(C(C)(C)C)c1=O, Cc1ccccc1. Product: CC(=O)c1c(N(C)C)cnn(C(C)(C)C)c1=O. As a reaction SMILES: [C:1]([CH3:2])([CH3:3])([CH3:4])[n:5]1[n:6][cH:7][c:8]([N:15]([CH3:16])[CH3:17])[c:9]([CH:12]([CH3:13])[OH:14])[c:10]1=[O:11].[CH3:18][c:19]1[cH:20][cH:21][cH:22][cH:23][cH:24]1>>[C:1]([CH3:2])([CH3:3])([CH3:4])[n:5]1[n:6][cH:7][c:8]([N:15]([CH3:16])[CH3:17])[c:9]([C:12]([CH3:13])=[O:14])[c:10]1=[O:11].